Dataset: the Open Reaction Database (ORD), a public repository of structured organic reaction records. Task: describe an organic reaction: reactants, conditions, products, and yield Reactants: C(C)(C)(C)OC(NC1=C(C=C(C=C1)C(F)(F)F)NC(CC(=O)C1=CC(=CC=C1)C1=C(C(=NC=C1)C)C)=O)=O ((2-{3-[3-(2,3-dimethyl-pyridin-4-yl)-phenyl]-3-oxo-propionylamino}-4-trifluoromethyl-phenyl)-carbamic acid tert-butyl ester), C(=O)(C(F)(F)F)O (TFA). Solvent: C(Cl)Cl (CH2Cl2). Product: CC1=NC=CC(=C1C)C=1C=C(C=CC1)C1=NC2=C(NC(C1)=O)C=C(C=C2)C(F)(F)F (4-[3-(2,3-Dimethyl-pyridin-4-yl)-phenyl]-8-trifluoromethyl-1,3-dihydro benzo[b][1,4]diazepin-2-one), solid. The yield is 48.0%. RXN SMILES: C(OC(=O)[NH:7][C:8]1[CH:13]=[CH:12][C:11]([C:14]([F:17])([F:16])[F:15])=[CH:10][C:9]=1[NH:18][C:19](=[O:37])[CH2:20][C:21]([C:23]1[CH:28]=[CH:27][CH:26]=[C:25]([C:29]2[CH:34]=[CH:33][N:32]=[C:31]([CH3:35])[C:30]=2[CH3:36])[CH:24]=1)=O)(C)(C)C.C(O)(C(F)(F)F)=O>C(Cl)Cl>[CH3:35][C:31]1[C:30]([CH3:36])=[C:29]([C:25]2[CH:24]=[C:23]([C:21]3[CH2:20][C:19](=[O:37])[NH:18][C:9]4[CH:10]=[C:11]([C:14]([F:16])([F:15])[F:17])[CH:12]=[CH:13][C:8]=4[N:7]=3)[CH:28]=[CH:27][CH:26]=2)[CH:34]=[CH:33][N:32]=1. Procedure details: The title compound was prepared from (2-{3-[3-(2,3-dimethyl-pyridin-4-yl)-phenyl]-3-oxo-propionylamino}-4-trifluoromethyl-phenyl)-carbamic acid tert-butyl ester (Example M127) (0.27 g, 0.51 mmol) by treatment with TFA in CH2Cl2 according to the general procedure N. Obtained as a light brown solid (100 mg, 48%). The reactants are COC(=O)COc1ccc(OCC=C(c2ccc(Br)cc2)c2ccc(I)cc2)cc1C, C#Cc1ccc(CO)cc1, CC(C)NC(C)C, [Cu]I, C1CCOC1, Cl[Pd]Cl, c1ccc(P(c2ccccc2)c2ccccc2)cc1, c1ccc(P(c2ccccc2)c2ccccc2)cc1. Product: COC(=O)COc1ccc(OCC=C(c2ccc(Br)cc2)c2ccc(C#Cc3ccc(CO)cc3)cc2)cc1C. Reaction SMILES: [Br:18][c:19]1[cH:20][cH:21][c:22]([C:25](=[CH:26][CH2:27][O:28][c:29]2[cH:30][c:31]([CH3:41])[c:32]([O:33][CH2:34][C:35](=[O:36])[O:37][CH3:38])[cH:39][cH:40]2)[c:42]2[cH:43][cH:44][c:45]([I:48])[cH:46][cH:47]2)[cH:23][cH:24]1.[C:1](#[CH:2])[c:3]1[cH:4][cH:5][c:6]([CH2:9][OH:10])[cH:7][cH:8]1.[CH:11]([NH:12][CH:13]([CH3:14])[CH3:15])([CH3:16])[CH3:17].[Cu:95][I:96].[O:49]1[CH2:50][CH2:51][CH2:52][CH2:53]1.[Pd:54]([Cl:55])[Cl:56].[c:57]1([P:58]([c:59]2[cH:60][cH:61][cH:62][cH:63][cH:64]2)[c:65]2[cH:66][cH:67][cH:68][cH:69][cH:70]2)[cH:71][cH:72][cH:73][cH:74][cH:75]1.[c:76]1([P:77]([c:78]2[cH:79][cH:80][cH:81][cH:82][cH:83]2)[c:84]2[cH:85][cH:86][cH:87][cH:88][cH:89]2)[cH:90][cH:91][cH:92][cH:93][cH:94]1>>[C:1](#[C:2][c:45]1[cH:44][cH:43][c:42]([C:25]([c:22]2[cH:21][cH:20][c:19]([Br:18])[cH:24][cH:23]2)=[CH:26][CH2:27][O:28][c:29]2[cH:30][c:31]([CH3:41])[c:32]([O:33][CH2:34][C:35](=[O:36])[O:37][CH3:38])[cH:39][cH:40]2)[cH:47][cH:46]1)[c:3]1[cH:4][cH:5][c:6]([CH2:9][OH:10])[cH:7][cH:8]1. Starting materials: C(CCC)(=O)O (Butyric acid), ClC1=CC=C2C=CC(=NC2=N1)N1C(C2=C(C1OC(=O)N1CCNCC1)SCCS2)=O (6-(7-chloro-1,8-naphthyridin-2-yl)-7-oxo-5-(piperazin-1-yl)carbonyloxy-2,3,6,7-tetrahydro-5H-1,4-dithiino[2,3-c]pyrrole), C1(CCCCC1)N=C=NC1CCCCC1 (N,N'-dicyclohexyl-carbodiimide). The solvent is C(Cl)Cl (methylene chloride). Run at temperature 20 celsius, time 1 hour. Product: C(CCC)(=O)N1CCN(CC1)C(=O)OC1C2=C(C(N1C1=NC3=NC(=CC=C3C=C1)Cl)=O)SCCS2 (5-(4-Butyrylpiperazin-1-yl)carbonyloxy-6-(7-chloro-1,8-naphthyridin-2-yl)-7-oxo-2,3,6,7-tetrahydro-5H-1,4-dithiino[2,3-c]pyrrole). Isolated yield 67.8%. Reaction SMILES: [C:1](O)(=[O:5])[CH2:2][CH2:3][CH3:4].[Cl:7][C:8]1[N:17]=[C:16]2[C:11]([CH:12]=[CH:13][C:14]([N:18]3[CH:22]([O:23][C:24]([N:26]4[CH2:31][CH2:30][NH:29][CH2:28][CH2:27]4)=[O:25])[C:21]4[S:32][CH2:33][CH2:34][S:35][C:20]=4[C:19]3=[O:36])=[N:15]2)=[CH:10][CH:9]=1.C1(N=C=NC2CCCCC2)CCCCC1>C(Cl)Cl>[C:1]([N:29]1[CH2:28][CH2:27][N:26]([C:24]([O:23][CH:22]2[N:18]([C:14]3[CH:13]=[CH:12][C:11]4[C:16](=[N:17][C:8]([Cl:7])=[CH:9][CH:10]=4)[N:15]=3)[C:19](=[O:36])[C:20]3[S:35][CH2:34][CH2:33][S:32][C:21]2=3)=[O:25])[CH2:31][CH2:30]1)(=[O:5])[CH2:2][CH2:3][CH3:4]. Procedure: Butyric acid (0.71 g.) is added to a suspension of 6-(7-chloro-1,8-naphthyridin-2-yl)-7-oxo-5-(piperazin-1-yl)carbonyloxy-2,3,6,7-tetrahydro-5H-1,4-dithiino[2,3-c]pyrrole (2.50 g.) and N,N'-dicyclohexyl-carbodiimide (1.67 g.) in anhydrous methylene chloride (50 cc.) and the mixture is stirred for 1 hour at 20° C. After filtering off the dicyclohexylurea formed, washing with methylene chloride (15 cc.) and evaporating the solvent, the residue obtained (3.8 g.) is washed with boiling ethanol (35 c... Reactants: O1[C@@H]2[C@H]1CC1=CC=CC=C21 (cis-(±)-1,2-epoxyindan), [C@@H]1([C@@H](CC2=CC=CC=C12)O)O (trans-(±)-1,2-indandiol), C(C)#N (acetonitrile), trans-amide, S(O)(O)(=O)=O (sulfuric acid), III. The solvent is O (water). Run at time 20 minute. Product: N[C@H]1[C@H](CC2=CC=CC=C12)O (cis-(±)-1-aminoindan-2-ol). Isolated yield 59.7%. Reaction SMILES: [C@@H:1]1(O)[C:9]2[C:4](=[CH:5][CH:6]=[CH:7][CH:8]=2)[CH2:3][C@H:2]1[OH:10].C(#[N:14])C.S(=O)(=O)(O)O.O1[C@@H]2CC3C([C@H]12)=CC=CC=3>O>[NH2:14][C@@H:1]1[C:9]2[C:4](=[CH:5][CH:6]=[CH:7][CH:8]=2)[CH2:3][C@@H:2]1[OH:10]. Reported procedure: Into a 100 ml four-neck flask, 4.48 g (30.3 mmol) of trans-(±)-1,2-indandiol (I') and 40 ml of acetonitrile were introduced. This mixture was suspended. While this suspension was stirred at room temperature, 6.14 g (60.6 mmol) of 97% sulfuric acid was added thereto at room temperature in a period of 20 minutes. The temperature within the mixture increased from 19° C. to 35° C. The slurry was completely dissolved to form a slightly yellow transparent solution. The solution was stirred at 24° C. f... Starting materials: ClC=1C=C(C(=O)OO)C=CC1 (3-chloroperoxybenzoic acid), CSC1=NC(=CC(=N1)OC(F)F)C (2-methylthio-4-difluoromethoxy-6-methylpyrimidine). Run in C(Cl)Cl (methylene chloride), C(Cl)Cl (methylene chloride), C(Cl)Cl (methylene chloride). Run at time 1 hour. The product is CS(=O)C1=NC(=CC(=N1)OC(F)F)C (2-methylsulfinyl-4-difluoromethoxy-6-methylpyrimidine). The yield is 97.2%. RXN SMILES: ClC1C=C(C=CC=1)C(OO)=[O:6].[CH3:12][S:13][C:14]1[N:19]=[C:18]([O:20][CH:21]([F:23])[F:22])[CH:17]=[C:16]([CH3:24])[N:15]=1>C(Cl)Cl>[CH3:12][S:13]([C:14]1[N:19]=[C:18]([O:20][CH:21]([F:23])[F:22])[CH:17]=[C:16]([CH3:24])[N:15]=1)=[O:6]. Reported procedure: A suspension of 20.6 g (0.1 mol) of 3-chloroperoxybenzoic acid in 100 ml of methylene chloride is cooled to a temperature of between -15° C. and -20° C., and there is then added dropwise a solution of 20.6 g (0.1 mol) of 2-methylthio-4-difluoromethoxy-6-methylpyrimidine in 50 ml of methylene chloride. After the reaction mixture has been stirred for 1 hour at the same temperature, it is diluted with methylene chloride; it is subsequently washed with a sodium hydrogen carbonate solution and water,... The reactants are C=CCBr, CC1COc2c(ccc3nc(OC(C)C)cc(C(F)(F)F)c23)N1, Cl, [K+], [K+], O=C([O-])[O-], CN(C)C=O, O. Yields the product C=CCN1c2ccc3nc(OC(C)C)cc(C(F)(F)F)c3c2OCC1C. RXN SMILES: [CH2:30]([CH:31]=[CH2:32])[Br:33].[CH:1]([CH3:2])([CH3:3])[O:4][c:5]1[n:6][c:7]2[cH:8][cH:9][c:10]3[c:11]([c:12]2[c:13]([C:15]([F:16])([F:17])[F:18])[cH:14]1)[O:19][CH2:20][CH:21]([CH3:23])[NH:22]3.[ClH:34].[K+:24].[K+:25].[O-:26][C:27]([O-:28])=[O:29].[O:35]=[CH:36][N:37]([CH3:38])[CH3:39].[OH2:40]>>[CH:1]([CH3:2])([CH3:3])[O:4][c:5]1[n:6][c:7]2[cH:8][cH:9][c:10]3[c:11]([c:12]2[c:13]([C:15]([F:16])([F:17])[F:18])[cH:14]1)[O:19][CH2:20][CH:21]([CH3:23])[N:22]3[CH2:32][CH:31]=[CH2:30].